From a dataset of the Open Reaction Database (ORD), a public repository of structured organic reaction records. describe an organic reaction: reactants, conditions, products, and yield Reactants: CN(C)C=O, ClCc1ccc(Cl)cn1, Nc1ncccc1-c1cc(Cc2ccc(O)cc2)no1, [Na+], C1CCOC1, [OH-]. Yields the product Nc1ncccc1-c1cc(Cc2ccc(OCc3ccc(Cl)cn3)cc2)no1. Reaction SMILES: [CH3:37][N:38]([CH3:39])[CH:40]=[O:41].[Cl:28][c:29]1[cH:30][cH:31][c:32]([CH2:35][Cl:36])[n:33][cH:34]1.[NH2:8][c:9]1[n:10][cH:11][cH:12][cH:13][c:14]1-[c:15]1[cH:16][c:17]([CH2:20][c:21]2[cH:22][cH:23][c:24]([OH:27])[cH:25][cH:26]2)[n:18][o:19]1.[Na+:7].[O:1]1[CH2:2][CH2:3][CH2:4][CH2:5]1.[OH-:6]>>[NH2:8][c:9]1[n:10][cH:11][cH:12][cH:13][c:14]1-[c:15]1[cH:16][c:17]([CH2:20][c:21]2[cH:22][cH:23][c:24]([O:27][CH2:35][c:32]3[cH:31][cH:30][c:29]([Cl:28])[cH:34][n:33]3)[cH:25][cH:26]2)[n:18][o:19]1. Reactants: CCOC(=O)OCC, CC(=O)c1cccc(OCc2ccccc2)c1, CC(=O)O, [H-], [Na+], O. The product is CCOC(=O)CC(=O)c1cccc(OCc2ccccc2)c1. RXN SMILES: [C:25]([O:26][CH2:27][CH3:28])([O:29][CH2:31][CH3:32])=[O:30].[CH2:1]([c:2]1[cH:3][cH:4][cH:5][cH:6][cH:7]1)[O:8][c:9]1[cH:10][c:11]([C:15]([CH3:16])=[O:17])[cH:12][cH:13][cH:14]1.[CH3:21][C:22](=[O:23])[OH:24].[H-:18].[Na+:19].[OH2:20]>>[CH2:1]([c:2]1[cH:3][cH:4][cH:5][cH:6][cH:7]1)[O:8][c:9]1[cH:10][c:11]([C:15]([CH2:16][C:25]([O:26][CH2:27][CH3:28])=[O:29])=[O:17])[cH:12][cH:13][cH:14]1. The reactants are C(C1=CC=CC=C1)OC(=O)N1CCN(CC1)C1=NC2=CC=CC=C2C(=N1)OCC[C@H](CO)O (2-[4-(benzyloxycarbonyl)piperazin-1-yl]-4-[(3R)-(3,4-dihydroxybutan-1-yl)oxy]quinazoline). Reagents/catalysts: [Pd] (palladium/carbon). Run in CO (methanol). Run at time 18.5 hour. The product is O[C@H](CCOC1=NC(=NC2=CC=CC=C12)N1CCNCC1)CO (4-[(3R)-(3,4-dihydroxybutan-1-yl)oxy]-2-(1-piperazinyl)quinazoline). Yield: 71.6%. RXN SMILES: C(OC([N:11]1[CH2:16][CH2:15][N:14]([C:17]2[N:26]=[C:25]([O:27][CH2:28][CH2:29][C@@H:30]([OH:33])[CH2:31][OH:32])[C:24]3[C:19](=[CH:20][CH:21]=[CH:22][CH:23]=3)[N:18]=2)[CH2:13][CH2:12]1)=O)C1C=CC=CC=1>CO.[Pd]>[OH:33][C@@H:30]([CH2:31][OH:32])[CH2:29][CH2:28][O:27][C:25]1[C:24]2[C:19](=[CH:20][CH:21]=[CH:22][CH:23]=2)[N:18]=[C:17]([N:14]2[CH2:13][CH2:12][NH:11][CH2:16][CH2:15]2)[N:26]=1. Procedure: To a solution of 2-[4-(benzyloxycarbonyl)piperazin-1-yl]-4-[(3R)-(3,4-dihydroxybutan-1-yl)oxy]quinazoline (4.23 g) in methanol (40 ml) is added 10% palladium/carbon (634 mg), and the mixture is stirred under hydrogen atmosphere and under atmospheric pressure at room temperature for 18.5 hours. The reaction mixture is filtered, and the filtrate is evaporated to dryness under reduced pressure, and the residue is washed with acetone to give 4-[(3R)-(3,4-dihydroxybutan-1-yl)oxy]-2-(1-piperazinyl)qui... Reactants: BrC=1C=C(C(=O)N[C@H](CO)CC2=CC(=C(C=C2)OC)OC)C=CN1 ((2S)-2-(2-bromoisonicotinoylamino)-3-(3,4-dimethoxyphenyl)-1-propanol), C([O-])([O-])=O.[K+].[K+] (potassium carbonate), N (ammonia), N1=CC(=CC=C1)C1=NNC(C2=CC=CC=C12)=O (4-(3-pyridyl)phthalazin-1(2H)-one). Reagents/catalysts: [Cu]I (copper (I) iodide). Solvent: CN(C=O)C (dimethylformamide). Conditions: temperature 120 celsius, time 30 minute. The product is N1=CC(=CC=C1)C1=NN(C(C2=CC=CC=C12)=O)C=1C=C(C(=O)N[C@H](CO)CC2=CC(=C(C=C2)OC)OC)C=CN1 ((2S)-2-{2-[4-(3-pyridyl)phthalazin-1(2H)-on-2-yl]isonicotinoylamino}-3-(3,4-dimethoxyphenyl)-1-propanol). The yield is 20.2%. As a reaction SMILES: Br[C:2]1[CH:3]=[C:4]([CH:22]=[CH:23][N:24]=1)[C:5]([NH:7][C@@H:8]([CH2:11][C:12]1[CH:17]=[CH:16][C:15]([O:18][CH3:19])=[C:14]([O:20][CH3:21])[CH:13]=1)[CH2:9][OH:10])=[O:6].C(=O)([O-])[O-].[K+].[K+].[N:31]1[CH:36]=[CH:35][CH:34]=[C:33]([C:37]2[C:46]3[C:41](=[CH:42][CH:43]=[CH:44][CH:45]=3)[C:40](=[O:47])[NH:39][N:38]=2)[CH:32]=1.N>CN(C)C=O.[Cu]I>[N:31]1[CH:36]=[CH:35][CH:34]=[C:33]([C:37]2[C:46]3[C:41](=[CH:42][CH:43]=[CH:44][CH:45]=3)[C:40](=[O:47])[N:39]([C:2]3[CH:3]=[C:4]([CH:22]=[CH:23][N:24]=3)[C:5]([NH:7][C@@H:8]([CH2:11][C:12]3[CH:17]=[CH:16][C:15]([O:18][CH3:19])=[C:14]([O:20][CH3:21])[CH:13]=3)[CH2:9][OH:10])=[O:6])[N:38]=2)[CH:32]=1 |f:1.2.3|. Reported procedure: To a solution of (2S)-2-(2-bromoisonicotinoylamino)-3-(3,4-dimethoxyphenyl)-1-propanol (1.2 g) in dimethylformamide (40 ml) are added potassium carbonate (0.88 g) and copper (I) iodide (0.61 g) at room temperature under nitrogen atmosphere. The mixture is heated with stirring at 120° C. for 30 minutes. To the reaction mixture is added 4-(3-pyridyl)phthalazin-1(2H)-one (1.42 g), and the mixture is heated with stirring at 130° C. for two hours. The reaction mixture is cooled to room temperature, a... The reactants are C(C)SC=1SC(C(N1)=O)=CC=1C=C2C=NN(C2=CC1)CC1=C(C=C(C=C1)OC)C(F)(F)F (2-Ethylsulfanyl-5-[1-(4-methoxy-2-trifluoromethyl-benzyl)-1H-indazol-5-ylmethylene]-thiazol-4-one), C(C)(C)(C)OC(=O)N1[C@H](CNCC1)CO ((2R)2-Hydroxymethyl-piperazine-1-carboxylic acid tert-butyl ester). Product: C(C)(C)(C)OC(=O)N1[C@H](CN(CC1)C=1SC(C(N1)=O)=CC=1C=C2C=NN(C2=CC1)CC1=C(C=C(C=C1)OC)C(F)(F)F)CO ((2R)2-Hydroxymethyl-4-{5-[1-(4-methoxy-2-trifluoromethyl-benzyl)-1H-indazol-5-ylmethylene]-4-oxo-4,5-dihydro-thiazol-2-yl}-piperazine-1-carboxylic acid tert-butyl ester). RXN SMILES: C(S[C:4]1[S:5][C:6](=[CH:10][C:11]2[CH:12]=[C:13]3[C:17](=[CH:18][CH:19]=2)[N:16]([CH2:20][C:21]2[CH:26]=[CH:25][C:24]([O:27][CH3:28])=[CH:23][C:22]=2[C:29]([F:32])([F:31])[F:30])[N:15]=[CH:14]3)[C:7](=[O:9])[N:8]=1)C.[C:33]([O:37][C:38]([N:40]1[CH2:45][CH2:44][NH:43][CH2:42][C@@H:41]1[CH2:46][OH:47])=[O:39])([CH3:36])([CH3:35])[CH3:34]>>[C:33]([O:37][C:38]([N:40]1[CH2:45][CH2:44][N:43]([C:4]2[S:5][C:6](=[CH:10][C:11]3[CH:12]=[C:13]4[C:17](=[CH:18][CH:19]=3)[N:16]([CH2:20][C:21]3[CH:26]=[CH:25][C:24]([O:27][CH3:28])=[CH:23][C:22]=3[C:29]([F:30])([F:32])[F:31])[N:15]=[CH:14]4)[C:7](=[O:9])[N:8]=2)[CH2:42][C@@H:41]1[CH2:46][OH:47])=[O:39])([CH3:36])([CH3:35])[CH3:34]. Procedure details: (2R)2-Hydroxymethyl-4-{5-[1-(4-methoxy-2-trifluoromethyl-benzyl)-1H-indazol-5-ylmethylene]-4-oxo-4,5-dihydro-thiazol-2-yl}-piperazine-1-carboxylic acid tert-butyl ester was prepared from 2-Ethylsulfanyl-5-[1-(4-methoxy-2-trifluoromethyl-benzyl)-1H-indazol-5-ylmethylene]-thiazol-4-one and (2R)2-Hydroxymethyl-piperazine-1-carboxylic acid tert-butyl ester following General Procedure C.